Task: describe an organic reaction: reactants, conditions, products, and yield. Dataset: the Open Reaction Database (ORD), a public repository of structured organic reaction records The reactants are N1N=NC2=C1C=CC=C2 (1H-benzotriazole), CC(C)([O-])C.[K+] (potassium tert-butoxide), BrC1=CC(=CC=C1)CBr (1-bromo-3-(bromomethyl)benzene). Solvent: C1CCOC1 (THF). Reaction conditions: time 4 hour. Yields the product BrC=1C=C(CN2N=NC3=C2C=CC=C3)C=CC1 (1-(3-Bromobenzyl)-1H-benzotriazole). As a reaction SMILES: [NH:1]1[C:5]2[CH:6]=[CH:7][CH:8]=[CH:9][C:4]=2[N:3]=[N:2]1.CC(C)([O-])C.[K+].[Br:16][C:17]1[CH:22]=[CH:21][CH:20]=[C:19]([CH2:23]Br)[CH:18]=1>C1COCC1>[Br:16][C:17]1[CH:18]=[C:19]([CH:20]=[CH:21][CH:22]=1)[CH2:23][N:1]1[C:5]2[CH:6]=[CH:7][CH:8]=[CH:9][C:4]=2[N:3]=[N:2]1 |f:1.2|. Procedure: To a solution of 1H-benzotriazole (0.52 g, 4.4 mmol) in THF (25 mL) was added potassium tert-butoxide (4.6 mL, 4.6 mmol, 1M in THF) followed by the addition of 1-bromo-3-(bromomethyl)benzene (1.0 g, 4.0 mmol). The solution was allowed to stir for 4 hours before the reaction was quenched with saturated aqueous NaHCO3 and diluted with EtOAc. The organic layer was separated and washed with brine, dried over anhydrous MgSO4, filtered, and concentrated to dryness in vacuo. The residue was purified by... Starting materials: BrB(Br)Br, ClCCl, COc1cccc(-c2nc3c(C)n[nH]c3c3ccccc23)c1. The product is Cc1n[nH]c2c1nc(-c1cccc(O)c1)c1ccccc12. As a reaction SMILES: [B:1]([Br:2])([Br:3])[Br:4].[CH2:27]([Cl:28])[Cl:29].[CH3:5][O:6][c:7]1[cH:8][c:9](-[c:13]2[n:14][c:15]3[c:16]([c:17]4[cH:18][cH:19][cH:20][cH:21][c:22]24)[nH:23][n:24][c:25]3[CH3:26])[cH:10][cH:11][cH:12]1>>[OH:6][c:7]1[cH:8][c:9](-[c:13]2[n:14][c:15]3[c:16]([c:17]4[cH:18][cH:19][cH:20][cH:21][c:22]24)[nH:23][n:24][c:25]3[CH3:26])[cH:10][cH:11][cH:12]1. Reactants: ClCCCOC1=CC=C(C2=CC=CC=C12)NC(C1=CC(=CC(=C1)N1CCCCC1)F)=O (N-[4-(3-chloropropoxy)-naphthalen-1-yl]-3-fluoro-5-piperidin-1-yl-benzamide), N1CCOCC1 (morpholine). Solvent: CCO (EtOH). Product: FC=1C=C(C(=O)NC2=CC=C(C3=CC=CC=C23)OCCCN2CCOCC2)C=C(C1)N1CCCCC1 (3-fluoro-N-[4-(3-morpholin-4-yl-propoxy)-naphthalen-1-yl]-5-piperidin-1-yl-benzamide). The yield is 64.7%. Reaction SMILES: Cl[CH2:2][CH2:3][CH2:4][O:5][C:6]1[C:15]2[C:10](=[CH:11][CH:12]=[CH:13][CH:14]=2)[C:9]([NH:16][C:17](=[O:31])[C:18]2[CH:23]=[C:22]([N:24]3[CH2:29][CH2:28][CH2:27][CH2:26][CH2:25]3)[CH:21]=[C:20]([F:30])[CH:19]=2)=[CH:8][CH:7]=1.[NH:32]1[CH2:37][CH2:36][O:35][CH2:34][CH2:33]1>CCO>[F:30][C:20]1[CH:19]=[C:18]([CH:23]=[C:22]([N:24]2[CH2:29][CH2:28][CH2:27][CH2:26][CH2:25]2)[CH:21]=1)[C:17]([NH:16][C:9]1[C:10]2[C:15](=[CH:14][CH:13]=[CH:12][CH:11]=2)[C:6]([O:5][CH2:4][CH2:3][CH2:2][N:32]2[CH2:37][CH2:36][O:35][CH2:34][CH2:33]2)=[CH:7][CH:8]=1)=[O:31]. Procedure: A solution of N-[4-(3-chloropropoxy)-naphthalen-1-yl]-3-fluoro-5-piperidin-1-yl-benzamide (0.125 g, 0.283 mmol) and morpholine (0.123 g, 1.4 mmol) in EtOH (3 ml) is heated at 180° C. for 30 min by microwave. The mixture is then concentrated under vacuum and the residue purified by column chromatography on silica gel (5% MeOH in EtOAc) to give 3-fluoro-N-[4-(3-morpholin-4-yl-propoxy)-naphthalen-1-yl]-5-piperidin-1-yl-benzamide as a white powder (90 mg, 64%). Mp: 70-72° C. 1H NMR (300 MHz, DMSO-d6...